Task: describe an organic reaction: reactants, conditions, products, and yield. Dataset: the Open Reaction Database (ORD), a public repository of structured organic reaction records Reactants: C(C1=CC=CC=C1)OC(C([C@@H](CC(C)C)C(=O)OC(C)(C)C)C(=O)OCC1=CC=CC=C1)=O (2-benzyloxycarbonyl-3(R)-t-butoxycarbonyl-5-methylhexanoic acid benzyl ester), FC(C(=O)O)(F)F (trifluoroacetic acid), CCCCCC (n-hexane). Run in CCOCC (ether). Reaction conditions: time 8 hour. Yields the product C(C1=CC=CC=C1)OC(C([C@@H](CC(C)C)C(=O)O)OCC1=CC=CC=C1)=O (2-benzyloxy-3(R)-hydroxycarbonyl-5-methylhexanoic acid benzyl ester). RXN SMILES: C(OC(=O)[CH:10]([C:23]([O:25][CH2:26][C:27]1[CH:32]=[CH:31][CH:30]=[CH:29][CH:28]=1)=[O:24])[C@H:11]([C:16]([O:18]C(C)(C)C)=[O:17])[CH2:12][CH:13]([CH3:15])[CH3:14])C1C=CC=CC=1.[CH3:34][CH2:35][CH2:36][CH2:37][CH2:38][CH3:39].FC(F)(F)[C:42](O)=[O:43]>CCOCC>[CH2:26]([O:25][C:23](=[O:24])[CH:10]([O:43][CH2:42][C:36]1[CH:35]=[CH:34][CH:39]=[CH:38][CH:37]=1)[C@H:11]([C:16]([OH:18])=[O:17])[CH2:12][CH:13]([CH3:14])[CH3:15])[C:27]1[CH:28]=[CH:29][CH:30]=[CH:31][CH:32]=1. Reported procedure: Then, 23.2 g of this 2-benzyloxycarbonyl-3(R)-t-butoxycarbonyl-5-methylhexanoic acid benzyl ester was dissolved in 75 ml of 95% trifluoroacetic acid aqueous solution and stirred overnight at room temperature. Trifluoroacetic acid was evaporated off in vacuo, the residue dissolved in 100 of methylene chloride, washed with saturated NaCl aqueous solution and dried over anhydrous magnesium sulfate. After concentration in vacuo, syrup thus obtained was dissolved in 70 ml of ether and, after addition...